Dataset: the Open Reaction Database (ORD), a public repository of structured organic reaction records. Task: describe an organic reaction: reactants, conditions, products, and yield Reactants: COC(=O)CBr, CCCCCC, CN(C)C=O, [H-], [Na+], C#CC(O)c1ccccc1. Product: C#CC(OCC(=O)OC)c1ccccc1. RXN SMILES: [Br:13][CH2:14][C:15](=[O:16])[O:17][CH3:18].[CH3:19][CH2:20][CH2:21][CH2:22][CH2:23][CH3:24].[CH3:25][N:26]([CH3:27])[CH:28]=[O:29].[H-:2].[Na+:1].[c:3]1([CH:9]([C:10]#[CH:11])[OH:12])[cH:4][cH:5][cH:6][cH:7][cH:8]1>>[c:3]1([CH:9]([C:10]#[CH:11])[O:12][CH2:14][C:15](=[O:16])[O:17][CH3:18])[cH:4][cH:5][cH:6][cH:7][cH:8]1. The reactants are Cc1ccccc1C=CC(=O)O, Cc1ccccc1, OCCc1ccccc1, Cc1ccc(S(=O)(=O)O)cc1. Yields the product Cc1ccccc1C=CC(=O)OCCc1ccccc1. Reaction SMILES: [CH3:1][c:2]1[c:3]([CH:4]=[CH:5][C:6](=[O:7])[OH:8])[cH:9][cH:10][cH:11][cH:12]1.[CH3:33][c:34]1[cH:35][cH:36][cH:37][cH:38][cH:39]1.[OH:13][CH2:14][CH2:15][c:16]1[cH:17][cH:18][cH:19][cH:20][cH:21]1.[c:22]1([CH3:23])[cH:24][cH:25][c:26]([S:27]([OH:28])(=[O:29])=[O:30])[cH:31][cH:32]1>>[CH3:1][c:2]1[c:3]([CH:4]=[CH:5][C:6](=[O:7])[O:8][CH2:14][CH2:15][c:16]2[cH:17][cH:18][cH:19][cH:20][cH:21]2)[cH:9][cH:10][cH:11][cH:12]1. Reactants: CC(C)(C)C1CC(CCC1)C=O (3-(1,1-dimethylethyl)cyclohexane carboxaldehyde), ( 1-2 ), CC(C)([O-])C.[K+] (potassium t-butoxide), C(C(C)=C)Cl (methallyl chloride). The solvent is CN(C)C=O (DMF), CN(C)C=O (DMF), CN(C)C=O (DMF). Run at temperature 155 celsius. Product: CC(CC1(CC(CCC1)C(C)(C)C)C=O)=C (1-(2-Methyl-2-propenyl)-3-(1,1-dimethylethyl)cyclohexane-1-carboxaldehyde). The yield is 39.1%. As a reaction SMILES: [CH3:1][C:2]([CH:5]1[CH2:10][CH2:9][CH2:8][CH:7]([CH:11]=[O:12])[CH2:6]1)([CH3:4])[CH3:3].[CH3:13][C:14]([CH3:17])([O-])[CH3:15].[K+].C(Cl)C(=C)C>CN(C=O)C>[CH3:15][C:14](=[CH2:13])[CH2:17][C:7]1([CH:11]=[O:12])[CH2:8][CH2:9][CH2:10][CH:5]([C:2]([CH3:1])([CH3:3])[CH3:4])[CH2:6]1 |f:1.2|. Procedure details: Similar to Example 6, 17.0 g of 3-(1,1-dimethylethyl)cyclohexane carboxaldehyde (prepared by the method of E. Heilweil and J. Virgilio, Organic Preparations and Procedures, 14 (1-2), 9 (1982) at a purity of 87% (0.088 mole) in 20 ml of DMF, 11.9 g of potassium t-butoxide (0.10 mole) in 60 ml of DMF, and 12.0 g of methallyl chloride (0.13 mole) in 10 ml of DMF were reacted in the usual manner. The resulting mixture of O- and C-alkylates, 21.6 g, was heated at 155° C. for 1 hour. The crude aldehyd... The reactants are CC(CCN1CCN(CC1)N=O)C (N-(3-methyl-butyl)-N'-nitrosopiperazine), [H-].[Al+3].[Li+].[H-].[H-].[H-] (lithium aluminium hydride). Run in O1CCCC1 (tetrahydrofuran), O1CCCC1 (tetrahydrofuran). Run at time 30 minute. Yields the product CC(CCN1CCN(CC1)N)C (N-(3-methylbutyl)-N'-amino-piperazine). Isolated yield 90.1%. Reaction SMILES: [CH3:1][CH:2]([CH3:13])[CH2:3][CH2:4][N:5]1[CH2:10][CH2:9][N:8]([N:11]=O)[CH2:7][CH2:6]1.[H-].[Al+3].[Li+].[H-].[H-].[H-]>O1CCCC1>[CH3:1][CH:2]([CH3:13])[CH2:3][CH2:4][N:5]1[CH2:6][CH2:7][N:8]([NH2:11])[CH2:9][CH2:10]1 |f:1.2.3.4.5.6|. Procedure details: A solution of N-(3-methyl-butyl)-N'-nitrosopiperazine (3 g.) in anhydrous tetrahydrofuran (30 ml). was added dropwise to a stirred suspension of lithium aluminium hydride (0.65 g.) in anhydrous tetrahydrofuran (100 ml.) under nitrogen at 50°. After 30 minutes, the mixture was cooled and worked up in the usual manner to give crude N-(3-methylbutyl)-N'-amino-piperazine (2.5 g.) used without purification in the next step. The reactants are BrCCC=1C(OC2=CC=C(C=C2C1C)O)=O (3-(2-bromoethyl)-6-hydroxy-4-methyl-2H-chromen-2-one), N1CCCC1 (pyrrolidine). Solvent: CN(C)C=O (DMF), O (water). Yields the product OC=1C=C2C(=C(C(OC2=CC1)=O)CCN1CCCC1)C (6-hydroxy-4-methyl-3-[2-(1-pyrrolidinyl)ethyl]-2H-chromen-2-one). Yield: 250.9%. RXN SMILES: Br[CH2:2][CH2:3][C:4]1[C:5](=[O:16])[O:6][C:7]2[C:12]([C:13]=1[CH3:14])=[CH:11][C:10]([OH:15])=[CH:9][CH:8]=2.[NH:17]1[CH2:21][CH2:20][CH2:19][CH2:18]1>CN(C=O)C.O>[OH:15][C:10]1[CH:11]=[C:12]2[C:7](=[CH:8][CH:9]=1)[O:6][C:5](=[O:16])[C:4]([CH2:3][CH2:2][N:17]1[CH2:21][CH2:20][CH2:19][CH2:18]1)=[C:13]2[CH3:14]. Procedure: A solution of Example 41A (0.20 g, 0.70 mmol) and pyrrolidine (0.50 mL, 6.0 mmol) in DMF (2 mL) was heated to 75° C. for 16 hours, cooled to ambient temperature, diluted with water (20 mL) and extracted with ethyl acetate (3×50 mL). The combined ethyl acetate was dried (MgSO4), filtered, concentrated under reduced pressure and chromatographed on silica with 10% methanol in dichloromethane to give the titled compound (0.48 g, 25%). MS (DCI) m/z 274 (M+H)+; The reactants are CC(NC1CN2CCC1CC2)c1ccccc1, [K+], [OH-], Cc1ccc(C(=O)OC(=O)C(O)C(O)C(=O)OC(=O)c2ccc(C)cc2)cc1. The product is NC1CN2CCC1CC2. Reaction SMILES: [CH3:29][CH:30]([c:31]1[cH:32][cH:33][cH:34][cH:35][cH:36]1)[NH:37][CH:38]1[CH2:39][N:40]2[CH2:41][CH2:42][CH:43]1[CH2:44][CH2:45]2.[K+:47].[OH-:46].[c:1]1([CH3:2])[cH:3][cH:4][c:5]([C:6]([O:7][C:8]([CH:9]([CH:10]([C:11]([O:12][C:13]([c:14]2[cH:15][cH:16][c:17]([CH3:18])[cH:19][cH:20]2)=[O:21])=[O:22])[OH:23])[OH:24])=[O:25])=[O:26])[cH:27][cH:28]1>>[NH2:37][CH:38]1[CH2:39][N:40]2[CH2:41][CH2:42][CH:43]1[CH2:44][CH2:45]2.